This data is from the Open Reaction Database (ORD), a public repository of structured organic reaction records. The task is: describe an organic reaction: reactants, conditions, products, and yield Reactants: CSC(N)=Nc1nc(-c2cccc(CNC(C)=O)n2)cs1, CCCCN, CCO, I. Yields the product CCCCNC(N)=Nc1nc(-c2cccc(CNC(C)=O)n2)cs1. As a reaction SMILES: [C:2]([CH3:3])(=[O:4])[NH:5][CH2:6][c:7]1[cH:8][cH:9][cH:10][c:11](-[c:13]2[n:14][c:15]([N:18]=[C:19]([S:20][CH3:21])[NH2:22])[s:16][cH:17]2)[n:12]1.[CH2:23]([CH2:24][CH2:25][CH3:26])[NH2:27].[CH3:28][CH2:29][OH:30].[IH:1]>>[C:2]([CH3:3])(=[O:4])[NH:5][CH2:6][c:7]1[cH:8][cH:9][cH:10][c:11](-[c:13]2[n:14][c:15]([N:18]=[C:19]([NH2:22])[NH:27][CH2:23][CH2:24][CH2:25][CH3:26])[s:16][cH:17]2)[n:12]1. Starting materials: Cl(=O)(=O)(=O)[O-].C(C)C1(CCC[N+]=2C(CC3=C(C12)NC1=CC=CC=C13)C(=O)O)CCC(=O)O ((+)-1α-ethyl-1β- carboxyethyl-6-carboxy-1,2,3,4,6,7-hexahydro-12H-indolo(2,3-a)-quinolizin-5-ium perchlorate), C1CCCC2CCCCC12 (decalin). Product: Cl(=O)(=O)(=O)[O-].C(C)C1(CCC[N+]=2CCC3=C(C12)NC1=CC=CC=C13)CCC(=O)O ((-)-1α-Ethyl-1β- carboxyethyl-1,2,3,4,6,7-hexahydro-12H-indolo(2,3-a)quinolizin-5-ium perchlorate). The yield is 97.2%. RXN SMILES: [Cl:1]([O-:5])(=[O:4])(=[O:3])=[O:2].[CH2:6]([C:8]1([CH2:28][CH2:29][C:30]([OH:32])=[O:31])[C:17]2[C:16]3[NH:18][C:19]4[C:24]([C:15]=3[CH2:14][CH:13](C(O)=O)[N+:12]=2[CH2:11][CH2:10][CH2:9]1)=[CH:23][CH:22]=[CH:21][CH:20]=4)[CH3:7].C1C2C(CCCC2)CCC1>>[Cl:1]([O-:5])(=[O:4])(=[O:3])=[O:2].[CH2:6]([C:8]1([CH2:28][CH2:29][C:30]([OH:32])=[O:31])[C:17]2[C:16]3[NH:18][C:19]4[C:24]([C:15]=3[CH2:14][CH2:13][N+:12]=2[CH2:11][CH2:10][CH2:9]1)=[CH:23][CH:22]=[CH:21][CH:20]=4)[CH3:7] |f:0.1,3.4|. Procedure: 1000 mg. (2.13 mmoles) of (+)-1α-ethyl-1β- carboxyethyl-6-carboxy-1,2,3,4,6,7-hexahydro-12H-indolo(2,3-a)-quinolizin-5-ium perchlorate in 15 ml. of decalin are heated at 160° to 170° C. for 25 minutes, with stirring. The substance melts accompanied by gas evolution. After cooling the reaction mixture is filtered, the solid obtained is washed decalin-free with three 5-ml. portions of ether and is dried. 880 mg. of the title compound are obtained. Yield: 97.2% [α]D25 =-19°. The reactants are C1(O)=CC(O)=CC=C1 (resorcinol), C=O (formalin), C([O-])([O-])=O.[Na+].[Na+] (sodium carbonate). Solvent: O (water), O (water). Conditions: time 24 hour. Product: C1(O)=CC(O)=CC=C1.C=O (Resorcin Formaldehyde). Reaction SMILES: [C:1]1([CH:8]=[CH:7][CH:6]=[C:4]([OH:5])[CH:3]=1)[OH:2].C=O.[C:11](=O)([O-])[O-:12].[Na+].[Na+]>O>[C:1]1([CH:8]=[CH:7][CH:6]=[C:4]([OH:5])[CH:3]=1)[OH:2].[CH2:11]=[O:12] |f:2.3.4,6.7|. Reported procedure: In a reactor, 33.0 g of resorcinol, 48.7 g of 37% by weight of formalin, 0.03 g of sodium carbonate, and g of distilled water were mixed, the mixture was kept at 50° C. for 24 hours to obtain an organic aerogel moistened with water. Reactants: CN1CCNCC1, CCOC(C)=O, CC(C)(C)OC(=O)Nc1ccc(-c2cccs2)cc1NC(=O)c1ccc(Cl)nc1. Product: CN1CCN(c2ccc(C(=O)Nc3cc(-c4cccs4)ccc3NC(=O)OC(C)(C)C)cn2)CC1. Reaction SMILES: [CH3:30][N:31]1[CH2:32][CH2:33][NH:34][CH2:35][CH2:36]1.[CH3:37][CH2:38][O:39][C:40]([CH3:41])=[O:42].[Cl:1][c:2]1[n:3][cH:4][c:5]([C:6](=[O:7])[NH:8][c:9]2[c:10]([NH:20][C:21]([O:22][C:23]([CH3:24])([CH3:25])[CH3:26])=[O:27])[cH:11][cH:12][c:13](-[c:15]3[s:16][cH:17][cH:18][cH:19]3)[cH:14]2)[cH:28][cH:29]1>>[c:2]1([N:34]2[CH2:33][CH2:32][N:31]([CH3:30])[CH2:36][CH2:35]2)[n:3][cH:4][c:5]([C:6](=[O:7])[NH:8][c:9]2[c:10]([NH:20][C:21]([O:22][C:23]([CH3:24])([CH3:25])[CH3:26])=[O:27])[cH:11][cH:12][c:13](-[c:15]3[s:16][cH:17][cH:18][cH:19]3)[cH:14]2)[cH:28][cH:29]1. Starting materials: C(C1=CC=CC=C1)O[C@H]1CC(SCC2=CC=CC=C2)S[C@@H]1COCC1=CC=CC=C1 (benzyl 3,5-di-O-benzyl-2-deoxy-1,4-dithio-D-erythro-pentofuranoside), [Si](C)(C)(C)N1C(N(C=C(C1=O)C)[Si](C)(C)C)=O (bis TMS-thymine), mercuric bromide. Reagents/catalysts: C([O-])([O-])=O.[Cd+2] (cadmium carbonate). Run in C1(=CC=CC=C1)C (toluene). Conditions: time 30 minute. Product: C(C1=CC=CC=C1)O[C@H]1C[C@@H](S[C@@H]1COCC1=CC=CC=C1)N1C(=O)NC(=O)C(C)=C1 (3',5'-di-O-benzyl-4'-thio-thymidine). RXN SMILES: [CH2:1]([O:8][C@@H:9]1[C@@H:21]([CH2:22][O:23][CH2:24][C:25]2[CH:30]=[CH:29][CH:28]=[CH:27][CH:26]=2)[S:20][CH:11](SCC2C=CC=CC=2)[CH2:10]1)[C:2]1[CH:7]=[CH:6][CH:5]=[CH:4][CH:3]=1.[Si]([N:35]1[C:40](=[O:41])[C:39]([CH3:42])=[CH:38][N:37]([Si](C)(C)C)[C:36]1=[O:47])(C)(C)C>C(=O)([O-])[O-].[Cd+2].C1(C)C=CC=CC=1>[CH2:1]([O:8][C@@H:9]1[C@@H:21]([CH2:22][O:23][CH2:24][C:25]2[CH:26]=[CH:27][CH:28]=[CH:29][CH:30]=2)[S:20][C@@H:11]([N:37]2[CH:38]=[C:39]([CH3:42])[C:40](=[O:41])[NH:35][C:36]2=[O:47])[CH2:10]1)[C:2]1[CH:3]=[CH:4][CH:5]=[CH:6][CH:7]=1 |f:2.3|. Reported procedure: A suspension of benzyl 3,5-di-O-benzyl-2-deoxy-1,4-dithio-D-erythro-pentofuranoside (22.5 g, 51.6 mmol), bis TMS-thymine (46 g, 170 mmol), mercuric bromide (20.5 g, 56.7 mmol), cadmium carbonate (29.3 g, 170 mmol) and dry toluene (1 L) was boiled under reflux, with stiring, for 24 hours. The hot mixture was then filtered and the solids were washed with toluene. The filtrate was successively washed with potassium iodide solution (30%) and water and then evaporated. The residue was taken up in 4:1... Starting materials: C1(=CC=CC=C1)CN1CCC(CC1)NCC=1C(=NC=CC1)NC(C(C)(C)C)=O (N-[3-[[[1-(phenylmethyl)-4-piperidinyl]amino]methyl]-2-pyridinyl]-2,2-dimethylpropanamide). Solvent: Cl (hydrochloric acid). The product is NC1=NC=CC=C1CNC1CCN(CC1)CC1=CC=CC=C1 (2-amino-3-[[[1-(phenylmethyl)-4-piperidinyl]-amino]methyl]pyridine). Reaction SMILES: [C:1]1([CH2:7][N:8]2[CH2:13][CH2:12][CH:11]([NH:14][CH2:15][C:16]3[C:17]([NH:22]C(=O)C(C)(C)C)=[N:18][CH:19]=[CH:20][CH:21]=3)[CH2:10][CH2:9]2)[CH:6]=[CH:5][CH:4]=[CH:3][CH:2]=1>Cl>[NH2:22][C:17]1[C:16]([CH2:15][NH:14][CH:11]2[CH2:10][CH2:9][N:8]([CH2:7][C:1]3[CH:6]=[CH:5][CH:4]=[CH:3][CH:2]=3)[CH2:13][CH2:12]2)=[CH:21][CH:20]=[CH:19][N:18]=1. Reported procedure: A mixture of 6.0 g (0.0158 mol) of N-[3-[[[1-(phenylmethyl)-4-piperidinyl]amino]methyl]-2-pyridinyl]-2,2-dimethylpropanamide and 100 ml of conc. hydrochloric acid was refluxed for 3 hours. The mixture was evaporated down in vacuo, the residue remaining was dissolved in a little water and made alkaline by the addition of solid potassium carbonate. It was extracted thoroughly with ethyl acetate, the combined extracts were dried over sodium sulphate and evaporated down in vacuo. The residue was tho...